This data is from the Open Reaction Database (ORD), a public repository of structured organic reaction records. The task is: describe an organic reaction: reactants, conditions, products, and yield Reactants: [OH-].[Na+] (NaOH), C(CCC)C1=NC2(C(N1CC1=CC=C(C=C1)C1=C(C=CC=C1)C#N)=O)CCCC2 (2-n-butyl-3-[(2′-cyanobiphenyl-4-yl)methyl]-1,3-diazaspiro-[4,4]-non-1-en-4-one), [N-]=[N+]=[N-].[Na+] (sodium azide), Cl.Cl.N1CCNCC1 (piperazine dihydrochloride). Run in CN(C=O)C (N,N-dimethylformamide), O (water). Product: CCCCC1=NC2(CCCC2)C(=O)N1CC=3C=CC(=CC3)C=4C=CC=CC4C5=NNN=N5 (irbesartan). The yield is 52.2%. As a reaction SMILES: [CH2:1]([C:5]1[N:9]([CH2:10][C:11]2[CH:16]=[CH:15][C:14]([C:17]3[CH:22]=[CH:21][CH:20]=[CH:19][C:18]=3[C:23]#[N:24])=[CH:13][CH:12]=2)[C:8](=[O:25])[C:7]2([CH2:29][CH2:28][CH2:27][CH2:26]2)[N:6]=1)[CH2:2][CH2:3][CH3:4].[N-:30]=[N+:31]=[N-:32].[Na+].Cl.Cl.N1CCNCC1.[OH-].[Na+]>CN(C)C=O.O>[CH3:4][CH2:3][CH2:2][CH2:1][C:5]1[N:9]([CH2:10][C:11]2[CH:16]=[CH:15][C:14]([C:17]3[CH:22]=[CH:21][CH:20]=[CH:19][C:18]=3[C:23]3[N:32]=[N:31][NH:30][N:24]=3)=[CH:13][CH:12]=2)[C:8](=[O:25])[C:7]2([CH2:26][CH2:27][CH2:28][CH2:29]2)[N:6]=1 |f:1.2,3.4.5,6.7|. Procedure: A mixture of 2-n-butyl-3-[(2′-cyanobiphenyl-4-yl)methyl]-1,3-diazaspiro-[4,4]-non-1-en-4-one (10 g), sodium azide (7.7 g) and piperazine dihydrochloride (7.5 g) in N,N-dimethylformamide (30 ml) was refluxed for 7 hours under stirring. The reaction was cooled to room temperature and 20 ml water was added. The reaction mixture was adjusted to pH of about 12 using 10% NaOH solution. The alkaline solution was washed with toluene (15 ml) and the aqueous phase was neutralized to pH of 6.5 using concen... The reactants are FC1=C(N)C=C(C=C1)F (2,5-difluoroaniline), CC1=CC=C(C=C1)S(=O)(=O)Cl (4-methylphenylsulfonyl chloride), Cl (hydrochloric acid). The solvent is N1=CC=CC=C1 (pyridine). Conditions: time 2 day. Yields the product CC1=CC=C(C=C1)S(=O)(=O)NC1=C(C=CC(=C1)F)F (N-(4-methylphenylsulfonyl)-2,5-difluoroaniline). The yield is 76.1%. RXN SMILES: [F:1][C:2]1[CH:8]=[CH:7][C:6]([F:9])=[CH:5][C:3]=1[NH2:4].[CH3:10][C:11]1[CH:16]=[CH:15][C:14]([S:17](Cl)(=[O:19])=[O:18])=[CH:13][CH:12]=1.Cl>N1C=CC=CC=1>[CH3:10][C:11]1[CH:16]=[CH:15][C:14]([S:17]([NH:4][C:3]2[CH:5]=[C:6]([F:9])[CH:7]=[CH:8][C:2]=2[F:1])(=[O:19])=[O:18])=[CH:13][CH:12]=1. Procedure details: A stirred mixture of 15.0 g (0.116 mole) of 2,5-difluoroaniline and 24.4 g (0.128 mole) of 4-methylphenylsulfonyl chloride in 50 ml of pyridine was heated at reflux for approximately 18 hours. The reaction mixture was cooled and poured into 500 ml of 6N hydrochloric acid. This acidic mixture was allowed to stand at room temperature for two days. A precipitate formed and was collected by filtration. The filter cake was washed with dilute hydrochloric acid and was dried under reduced pressure to y... Reactants: C[P+](c1ccccc1)(c1ccccc1)c1ccccc1, CCOC(C)=O, CN(C)C=O, [H-], [I-], [Na+], O, COCn1c2ccc(OC)cc2c2c3c(cc(C=O)c21)C(=O)N(c1ccccc1)C3=O. The product is C=Cc1cc2c(c3c4cc(OC)ccc4n(COC)c13)C(=O)N(c1ccccc1)C2=O. RXN SMILES: [CH3:33][P+:34]([c:35]1[cH:36][cH:37][cH:38][cH:39][cH:40]1)([c:41]1[cH:42][cH:43][cH:44][cH:45][cH:46]1)[c:47]1[cH:48][cH:49][cH:50][cH:51][cH:52]1.[CH3:55][CH2:56][O:57][C:58](=[O:59])[CH3:60].[CH3:61][N:62]([CH3:63])[CH:64]=[O:65].[H-:53].[I-:32].[Na+:54].[OH2:66].[c:1]1([N:7]2[C:8](=[O:9])[c:10]3[cH:11][c:12]([CH:30]=[O:31])[c:13]4[n:14]([CH2:27][O:28][CH3:29])[c:15]5[cH:16][cH:17][c:18]([O:25][CH3:26])[cH:19][c:20]5[c:21]4[c:22]3[C:23]2=[O:24])[cH:2][cH:3][cH:4][cH:5][cH:6]1>>[c:1]1([N:7]2[C:8](=[O:9])[c:10]3[cH:11][c:12]([CH:30]=[CH2:33])[c:13]4[n:14]([CH2:27][O:28][CH3:29])[c:15]5[cH:16][cH:17][c:18]([O:25][CH3:26])[cH:19][c:20]5[c:21]4[c:22]3[C:23]2=[O:24])[cH:2][cH:3][cH:4][cH:5][cH:6]1. The reactants are CC(=O)NC(Cc1cc(F)cc(OCc2ccccc2)c1)C(O)C1COC(OCC(C)(C)C)C(C)N1C(=O)OC(C)(C)C, CCO. Product: CC(=O)NC(Cc1cc(O)cc(F)c1)C(O)C1COC(OCC(C)(C)C)C(C)N1C(=O)OC(C)(C)C. Reaction SMILES: [C:1]([CH3:2])([CH3:3])([CH3:4])[O:5][C:6](=[O:7])[N:8]1[CH:9]([CH3:43])[CH:10]([O:37][CH2:38][C:39]([CH3:40])([CH3:41])[CH3:42])[O:11][CH2:12][CH:13]1[CH:14]([CH:15]([CH2:16][c:17]1[cH:18][c:19]([O:24][CH2:25][c:26]2[cH:27][cH:28][cH:29][cH:30][cH:31]2)[cH:20][c:21]([F:23])[cH:22]1)[NH:32][C:33]([CH3:34])=[O:35])[OH:36].[CH3:44][CH2:45][OH:46]>>[C:1]([CH3:2])([CH3:3])([CH3:4])[O:5][C:6](=[O:7])[N:8]1[CH:9]([CH3:43])[CH:10]([O:37][CH2:38][C:39]([CH3:40])([CH3:41])[CH3:42])[O:11][CH2:12][CH:13]1[CH:14]([CH:15]([CH2:16][c:17]1[cH:18][c:19]([OH:24])[cH:20][c:21]([F:23])[cH:22]1)[NH:32][C:33]([CH3:34])=[O:35])[OH:36]. Reactants: C1CCOC1, CC(C)(C)[Si](C)(C)OCCC(CNS(=O)(=O)c1ccccc1)c1ccccc1, CI, [H-], [Na+], [Na+], O=C([O-])O. Yields the product CN(CC(CCO[Si](C)(C)C(C)(C)C)c1ccccc1)S(=O)(=O)c1ccccc1. As a reaction SMILES: [CH2:38]1[O:39][CH2:40][CH2:41][CH2:42]1.[CH3:1][C:2]([CH3:3])([CH3:4])[Si:5]([O:6][CH2:7][CH2:8][CH:9]([CH2:10][NH:11][S:12](=[O:13])(=[O:14])[c:15]1[cH:16][cH:17][cH:18][cH:19][cH:20]1)[c:21]1[cH:22][cH:23][cH:24][cH:25][cH:26]1)([CH3:27])[CH3:28].[CH3:31][I:32].[H-:29].[Na+:30].[Na+:37].[O-:33][C:34]([OH:35])=[O:36]>>[CH3:1][C:2]([CH3:3])([CH3:4])[Si:5]([O:6][CH2:7][CH2:8][CH:9]([CH2:10][N:11]([S:12](=[O:13])(=[O:14])[c:15]1[cH:16][cH:17][cH:18][cH:19][cH:20]1)[CH3:34])[c:21]1[cH:22][cH:23][cH:24][cH:25][cH:26]1)([CH3:27])[CH3:28]. Reactants: ClCCl, O=C(O)C(F)(F)F, Cc1cccc(NC(=O)c2cncc(N3CC4CCN(C(=O)OC(C)(C)C)C4C3)n2)c1. Product: O=C(O)C(F)(F)F, Cc1cccc(NC(=O)c2cncc(N3CC4CCNC4C3)n2)c1. As a reaction SMILES: [Cl:39][CH2:40][Cl:41].[F:32][C:33]([C:34](=[O:35])[OH:36])([F:37])[F:38].[c:1]1([CH3:31])[cH:2][c:3]([NH:7][C:8](=[O:9])[c:10]2[cH:11][n:12][cH:13][c:14]([N:16]3[CH2:17][CH:18]4[N:19]([C:24]([O:25][C:26]([CH3:27])([CH3:28])[CH3:29])=[O:30])[CH2:20][CH2:21][CH:22]4[CH2:23]3)[n:15]2)[cH:4][cH:5][cH:6]1>>[F:32][C:33]([C:34](=[O:35])[OH:36])([F:37])[F:38].[c:1]1([CH3:31])[cH:2][c:3]([NH:7][C:8](=[O:9])[c:10]2[cH:11][n:12][cH:13][c:14]([N:16]3[CH2:17][CH:18]4[NH:19][CH2:20][CH2:21][CH:22]4[CH2:23]3)[n:15]2)[cH:4][cH:5][cH:6]1. Starting materials: CCOC(=O)c1sc(SC)c2c1CCC(C)(C)C2, C1CCOC1, CCO, [K+], [Li+], [OH-], O, O, O=S(=O)([O-])O. Product: CSc1sc(C(=O)O)c2c1CC(C)(C)CC2. RXN SMILES: [CH2:1]([CH3:2])[O:3][C:4](=[O:5])[c:6]1[s:7][c:8]([S:17][CH3:18])[c:9]2[c:10]1[CH2:11][CH2:12][C:13]([CH3:15])([CH3:16])[CH2:14]2.[CH2:25]1[O:26][CH2:27][CH2:28][CH2:29]1.[CH3:22][CH2:23][OH:24].[K+:36].[Li+:20].[OH-:19].[OH2:21].[OH2:30].[S:31](=[O:32])(=[O:33])([OH:34])[O-:35]>>[O:3]=[C:4]([OH:5])[c:6]1[s:7][c:8]([S:17][CH3:18])[c:9]2[c:10]1[CH2:11][CH2:12][C:13]([CH3:15])([CH3:16])[CH2:14]2.